From a dataset of the Open Reaction Database (ORD), a public repository of structured organic reaction records. describe an organic reaction: reactants, conditions, products, and yield Reaction SMILES: [CH:1]([CH3:2])([CH3:3])[S:4](=[O:5])(=[O:6])[CH2:7][c:8]1[n:9][c:10](-[c:20]2[cH:21][cH:22][c:23]([NH:26][C:27](=[O:28])[O:29][C:30]([CH3:31])([CH3:32])[CH3:33])[cH:24][cH:25]2)[n:11][c:12]([N:14]2[CH2:15][CH2:16][O:17][CH2:18][CH2:19]2)[cH:13]1.[Cl:41][CH2:42][Cl:43].[OH:34][C:35]([C:36]([F:37])([F:38])[F:39])=[O:40]>>[CH:1]([CH3:2])([CH3:3])[S:4](=[O:5])(=[O:6])[CH2:7][c:8]1[n:9][c:10](-[c:20]2[cH:21][cH:22][c:23]([NH2:26])[cH:24][cH:25]2)[n:11][c:12]([N:14]2[CH2:15][CH2:16][O:17][CH2:18][CH2:19]2)[cH:13]1. The product is CC(C)S(=O)(=O)Cc1cc(N2CCOCC2)nc(-c2ccc(N)cc2)n1. Reactants: CC(C)S(=O)(=O)Cc1cc(N2CCOCC2)nc(-c2ccc(NC(=O)OC(C)(C)C)cc2)n1, ClCCl, O=C(O)C(F)(F)F. Product: C(CCCCCCCCCCC)C1=CNC2=CC(=CC=C12)C(=O)O (3-(n-dodecyl)indole-6-carboxylic acid). Reported procedure: A solution of sodium hydroxide (15 g) in water (100 ml) was added dropwise during 30 minutes to a refluxing solution of methyl 3-(n-dodecyl)indole-6-carboxylate (12.8 g prepared as hereinbefore described in Example 85) in methanol (800 ml). The mixture was stirred and refluxed for 12 hours. The mixture was then concentrated to 500 ml volume and water (400 ml) was added. After cooling to 0° C., a solid was collected and was dissolved in hot glacial acetic acid (300 ml). The solution was then pour... Isolated yield 73.3%. Reactants: [OH-].[Na+] (sodium hydroxide), C(CCCCCCCCCCC)C1=CNC2=CC(=CC=C12)C(=O)OC (methyl 3-(n-dodecyl)indole-6-carboxylate). Reaction conditions: temperature 0 celsius. The solvent is O (water), CO (methanol). As a reaction SMILES: [OH-].[Na+].[CH2:3]([C:15]1[C:23]2[C:18](=[CH:19][C:20]([C:24]([O:26]C)=[O:25])=[CH:21][CH:22]=2)[NH:17][CH:16]=1)[CH2:4][CH2:5][CH2:6][CH2:7][CH2:8][CH2:9][CH2:10][CH2:11][CH2:12][CH2:13][CH3:14]>O.CO>[CH2:3]([C:15]1[C:23]2[C:18](=[CH:19][C:20]([C:24]([OH:26])=[O:25])=[CH:21][CH:22]=2)[NH:17][CH:16]=1)[CH2:4][CH2:5][CH2:6][CH2:7][CH2:8][CH2:9][CH2:10][CH2:11][CH2:12][CH2:13][CH3:14] |f:0.1|. The reactants are Cl (hydrogen chloride), O1C=C(C2=C1C=CC=C2)CC(CN2CCC(CC2)NC(OC(C)(C)C)=O)F (Tert-butyl 1-[3-(Benzofuran-3-yl)-2-fluoropropyl]-4-piperidylcarbamate). The solvent is C(C)O (ethanol). Reaction conditions: temperature 50 celsius, time 2 hour. The product is O1C=C(C2=C1C=CC=C2)CC(CN2CCC(CC2)N)F (1-[3-(Benzofuran-3-yl)-2-fluoropropyl]-4-piperidinamine). RXN SMILES: Cl.[O:2]1[C:6]2[CH:7]=[CH:8][CH:9]=[CH:10][C:5]=2[C:4]([CH2:11][CH:12]([F:28])[CH2:13][N:14]2[CH2:19][CH2:18][CH:17]([NH:20]C(=O)OC(C)(C)C)[CH2:16][CH2:15]2)=[CH:3]1>C(O)C>[O:2]1[C:6]2[CH:7]=[CH:8][CH:9]=[CH:10][C:5]=2[C:4]([CH2:11][CH:12]([F:28])[CH2:13][N:14]2[CH2:19][CH2:18][CH:17]([NH2:20])[CH2:16][CH2:15]2)=[CH:3]1. Reported procedure: A stream of hydrogen chloride gas is circulated through a solution of 3.64 g of the product obtained in Step A in 70 ml of ethanol. After 2 hours' stirring at 50° C., the reaction mixture is concentrated under reduced pressure. The residue is taken up in water and in 20% sodium hydroxide solution, extracted with dichloromethane, dried and then evaporated, enabling the expected product to be isolated. Starting materials: O=C([O-])O, CCOc1c(CN2CCCCC2)c2c(c3c1OC(C)(C)C3)C(c1cccc([N+](=O)[O-])c1)=NC(C)(C)C2, CC(=O)O, [Cl-], [Cl-], [Cl-], [Na+], [Ti+3]. Yields the product CCOc1c(CN2CCCCC2)c2c(c3c1OC(C)(C)C3)C(c1cccc(N)c1)=NC(C)(C)C2. Reaction SMILES: [C:37](=[O:38])([O-:39])[OH:40].[CH2:1]([CH3:2])[O:3][c:4]1[c:5]([CH2:30][N:31]2[CH2:32][CH2:33][CH2:34][CH2:35][CH2:36]2)[c:6]2[c:11]([c:12]3[c:13]1[O:14][C:15]([CH3:17])([CH3:18])[CH2:16]3)[C:10]([c:19]1[cH:20][c:21]([N+:25]([O-:26])=[O:27])[cH:22][cH:23][cH:24]1)=[N:9][C:8]([CH3:28])([CH3:29])[CH2:7]2.[CH3:42][C:43](=[O:44])[OH:45].[Cl-:46].[Cl-:47].[Cl-:48].[Na+:41].[Ti+3:49]>>[CH2:1]([CH3:2])[O:3][c:4]1[c:5]([CH2:30][N:31]2[CH2:32][CH2:33][CH2:34][CH2:35][CH2:36]2)[c:6]2[c:11]([c:12]3[c:13]1[O:14][C:15]([CH3:17])([CH3:18])[CH2:16]3)[C:10]([c:19]1[cH:20][c:21]([NH2:25])[cH:22][cH:23][cH:24]1)=[N:9][C:8]([CH3:28])([CH3:29])[CH2:7]2. Starting materials: ClC=1C(N(N=CC1OC1=C(C=CC=C1)C(F)(F)F)C1OCCCC1)=O (4-chloro-2-(tetrahydro-pyran-2-yl)-5-(2-trifluoromethyl-phenoxy)-2H-pyridazin-3-one), Cl (hydrochloric acid). Run in O (water), CO (methanol). Reaction conditions: temperature 110 celsius, time 4 hour. Yields the product ClC=1C(NN=CC1OC1=C(C=CC=C1)C(F)(F)F)=O (4-chloro-5-(2-trifluoromethyl-phenoxy)-2H-pyridazin-3-one). Yield: 101.2%. Reaction SMILES: [Cl:1][C:2]1[C:3](=[O:25])[N:4](C2CCCCO2)[N:5]=[CH:6][C:7]=1[O:8][C:9]1[CH:14]=[CH:13][CH:12]=[CH:11][C:10]=1[C:15]([F:18])([F:17])[F:16].Cl>CO.O>[Cl:1][C:2]1[C:3](=[O:25])[NH:4][N:5]=[CH:6][C:7]=1[O:8][C:9]1[CH:14]=[CH:13][CH:12]=[CH:11][C:10]=1[C:15]([F:17])([F:18])[F:16]. Procedure: A solution of 4-chloro-2-(tetrahydro-pyran-2-yl)-5-(2-trifluoromethyl-phenoxy)-2H-pyridazin-3-one (4.78 g, 12.78 mmol) in methanol (25.5 mL, 0.5M) was treated with a 6N aqueous hydrochloric acid solution (10.6 mL, 1.2M). The reaction solution was heated to 110° C., where it stirred for 4 h and was then allowed to cool down to 25° C. The reaction was diluted with water (250 mL) and extracted with a 90/10 methylene chloride/methanol solution (3×100 mL). The combined organic layers were dried over ... The product is Cc1cccc(NC(C)C)c1C. Reactants: [BH4-], CC(C)=O, CO, Cc1cccc(N)c1C, [Na+]. RXN SMILES: [BH4-:14].[CH3:10][C:11]([CH3:12])=[O:13].[CH3:16][OH:17].[NH2:1][c:2]1[c:3]([CH3:9])[c:4]([CH3:8])[cH:5][cH:6][cH:7]1.[Na+:15]>>[NH:1]([c:2]1[c:3]([CH3:9])[c:4]([CH3:8])[cH:5][cH:6][cH:7]1)[CH:11]([CH3:10])[CH3:12]. The reactants are CO, COC(=O)C(C)N(C)C(C)=O, [Na+], [OH-]. Product: CC(=O)N(C)C(C)C(=O)O. RXN SMILES: [CH3:12][OH:13].[CH3:1][O:2][C:3]([CH:4]([N:5]([CH3:6])[C:7]([CH3:8])=[O:9])[CH3:10])=[O:11].[Na+:15].[OH-:14]>>[O:2]=[C:3]([CH:4]([N:5]([CH3:6])[C:7]([CH3:8])=[O:9])[CH3:10])[OH:11]. The reactants are C[Si](C)(C)[N-][Si](C)(C)C.[Na+] (NaHMDS), FC1=C(C=CC=C1F)[C@H]1[C@@H](C2=C(N=CS2)[C@@H](CC1)O)NC(OC(C)(C)C)=O (tert-butyl (4R,7S,8S)-7-(2,3-difluorophenyl)-4-hydroxy-5,6,7,8-tetrahydro-4H-cyclohepta[d]thiazol-8-ylcarbamate), N1(C=NC=C1)C(=O)N1CCC(CC1)N1C(NC2=NC=CC=C21)=O (1-(1-(1H-imidazole-1-carbonyl)piperidin-4-yl)-1H-imidazo[4,5-b]pyridin-2(3H)-one). Run in CN(C=O)C (dimethylformamide). Conditions: temperature 0 celsius, time 2 hour. The product is O=C1N(C=2C(=NC=CC2)N1)C1CCN(CC1)C(=O)O[C@@H]1CC[C@H]([C@@H](C2=C1N=CS2)NC(=O)OC(C)(C)C)C2=C(C(=CC=C2)F)F ((4R,7S,8S)-8-(tert-butoxycarbonylamino)-7-(2,3-difluorophenyl)-5,6,7,8-tetrahydro-4H-cyclohepta[d]thiazol-4-yl 4-(2-oxo-2,3-dihydro-1H-imidazo[4,5-b]pyridin-1-yl)piperidine-1-carboxylate). Isolated yield 55.7%. RXN SMILES: C[Si]([N-][Si](C)(C)C)(C)C.[Na+].[F:11][C:12]1[C:17]([F:18])=[CH:16][CH:15]=[CH:14][C:13]=1[C@@H:19]1[CH2:28][CH2:27][C@@H:26]([OH:29])[C:22]2[N:23]=[CH:24][S:25][C:21]=2[C@H:20]1[NH:30][C:31](=[O:37])[O:32][C:33]([CH3:36])([CH3:35])[CH3:34].N1([C:43]([N:45]2[CH2:50][CH2:49][CH:48]([N:51]3[C:59]4[C:54](=[N:55][CH:56]=[CH:57][CH:58]=4)[NH:53][C:52]3=[O:60])[CH2:47][CH2:46]2)=[O:44])C=CN=C1>CN(C)C=O>[O:60]=[C:52]1[NH:53][C:54]2=[N:55][CH:56]=[CH:57][CH:58]=[C:59]2[N:51]1[CH:48]1[CH2:47][CH2:46][N:45]([C:43]([O:29][C@H:26]2[C:22]3[N:23]=[CH:24][S:25][C:21]=3[C@@H:20]([NH:30][C:31]([O:32][C:33]([CH3:34])([CH3:36])[CH3:35])=[O:37])[C@H:19]([C:13]3[CH:14]=[CH:15][CH:16]=[C:17]([F:18])[C:12]=3[F:11])[CH2:28][CH2:27]2)=[O:44])[CH2:50][CH2:49]1 |f:0.1|. Procedure: NaHMDS (0.228 mL, 0.228 mmol) was added to a dimethylformamide (1 mL) solution of tert-butyl (4R,7S,8S)-7-(2,3-difluorophenyl)-4-hydroxy-5,6,7,8-tetrahydro-4H-cyclohepta[d]thiazol-8-ylcarbamate (20.1 mg, 0.051 mmol) and 1-(1-(1H-imidazole-1-carbonyl)piperidin-4-yl)-1H-imidazo[4,5-b]pyridin-2(3H)-one (23.7 mg, 0.076 mmol) at 0° C. The reaction was stirred at 0° C. for 1 h and rt for 2 h before quenching with water. The reaction was diluted with ethyl acetate and the organic layer was separated, w...